describe an organic reaction: reactants, conditions, products, and yield From a dataset of the Open Reaction Database (ORD), a public repository of structured organic reaction records. Reactants: C(C1=CC=CC=C1)(=O)NCCC1=C(C=CC=C1)Cl (1-Benzoylamino-2-(2-chlorophenyl)ethane), C(C)(C)C1=NC=CC2=CC=CC=C12 (1-isopropylisoquinoline), OCNC(C(Cl)Cl)=O (N-hydroxymethyl dichloroacetamide), [OH-].[Na+] (sodium hydroxide). The solvent is O (water), S(O)(O)(=O)=O (sulfuric acid), S(O)(O)(=O)=O (sulfuric acid). The product is C(C)(C)C1=NC=CC2=C(C=CC=C12)CNC(C(Cl)Cl)=O (1-isopropyl-5-dichloroacetylaminomethylisoquinoline). As a reaction SMILES: [C:1]([NH:9][CH2:10][CH2:11][C:12]1[CH:17]=[CH:16][CH:15]=[CH:14][C:13]=1Cl)(=O)[C:2]1[CH:7]=CC=C[CH:3]=1.C(C1C2C(=CC=CC=2)C=CN=1)(C)C.O[CH2:33][NH:34][C:35](=[O:39])[CH:36]([Cl:38])[Cl:37].[OH-].[Na+]>S(=O)(=O)(O)O.O>[CH:2]([C:1]1[C:13]2[C:12](=[C:17]([CH2:33][NH:34][C:35](=[O:39])[CH:36]([Cl:38])[Cl:37])[CH:16]=[CH:15][CH:14]=2)[CH:11]=[CH:10][N:9]=1)([CH3:3])[CH3:7] |f:3.4|. Procedure details: (a-2-2) Ten grams of 1-(1-benzoyloxy-1-methylethyl)-isoquinoline was dissolved in 100 ml of ethanol, and 2 g of 10% palladium-carbon was dissolved. The mixture was stirred in a stream of hydrogen at room temperature and atmospheric pressure for 24 hours. The reaction mixture was filtered through Celite, and the solvent was distilled off. Distillation under reduced pressure afforded 4.0 g of 1-isopropylisoquinoline. (b) A mixture of 9.4 g of 1-isopropylisoquinoline and 12 g of N-hydroxymethyl dic...